From a dataset of the Open Reaction Database (ORD), a public repository of structured organic reaction records. describe an organic reaction: reactants, conditions, products, and yield Reactants: C1CC1, CN(C)c1ccncc1, ClCCl, Nc1ccc2c(=O)n(C(CC3CCCCC3)C(=O)Nc3nccs3)cnc2c1, O=S(=O)(Cl)Cl. Product: O=C(Nc1nccs1)C(CC1CCCCC1)n1cnc2cc(NS(=O)(=O)C3CC3)ccc2c1=O. RXN SMILES: [CH2:34]1[CH2:35][CH2:36]1.[CH3:37][N:38]([c:39]1[cH:40][cH:41][n:42][cH:43][cH:44]1)[CH3:45].[Cl:46][CH2:47][Cl:48].[NH2:1][c:2]1[cH:3][cH:4][c:5]2[c:6](=[O:28])[n:7]([CH:12]([C:13](=[O:14])[NH:15][c:16]3[s:17][cH:18][cH:19][n:20]3)[CH2:21][CH:22]3[CH2:23][CH2:24][CH2:25][CH2:26][CH2:27]3)[cH:8][n:9][c:10]2[cH:11]1.[S:29](=[O:30])(=[O:31])([Cl:32])[Cl:33]>>[NH:1]([c:2]1[cH:3][cH:4][c:5]2[c:6](=[O:28])[n:7]([CH:12]([C:13](=[O:14])[NH:15][c:16]3[s:17][cH:18][cH:19][n:20]3)[CH2:21][CH:22]3[CH2:23][CH2:24][CH2:25][CH2:26][CH2:27]3)[cH:8][n:9][c:10]2[cH:11]1)[S:29](=[O:30])(=[O:31])[CH:34]1[CH2:35][CH2:36]1. The reactants are [H][H] (hydrogen), C(C)(C)(C)OC(CC1=C(C=C(C=C1)C)OCC1=CC=CC=C1)=O ([4-methyl-2-(phenylmethoxy)phenyl]acetic acid tert-butyl ester). Reagents/catalysts: [Pd] (palladium black). The solvent is C(C)O (ethanol). Yields the product crude product, C(C)(C)(C)OC(CC1=C(C=C(C=C1)C)O)=O ((2-hydroxy-4-methylphenyl)acetic acid tert-butyl ester). As a reaction SMILES: [C:1]([O:5][C:6](=[O:23])[CH2:7][C:8]1[CH:13]=[CH:12][C:11]([CH3:14])=[CH:10][C:9]=1[O:15]CC1C=CC=CC=1)([CH3:4])([CH3:3])[CH3:2].[H][H]>C(O)C.[Pd]>[C:1]([O:5][C:6](=[O:23])[CH2:7][C:8]1[CH:13]=[CH:12][C:11]([CH3:14])=[CH:10][C:9]=1[OH:15])([CH3:4])([CH3:2])[CH3:3]. Procedure details: To a solution of [4-methyl-2-(phenylmethoxy)phenyl]acetic acid tert-butyl ester (10.67 g, 34.2 mmol) in 125 ml of ethanol was added palladium black (200 mg), the mixture was hydrogenated (using a hydrogen balloon) at 30° C. for 10 hr. After the starting material disappeared completely (detected by TLC), the solid was filtered off, and the solvent was evaporated to give a crude product of (2-hydroxy-4-methylphenyl)acetic acid tert-butyl ester, 7.32 g (96%) as white solid. 1H NMR (CDCl3) δ: 7.931 ... Procedure: To a mechanically stirred solution of 4-fluoro-3-nitro-benzoic acid (113.0 g, 0.61 mol, 1.0 equiv) in DMF (770 ml) was added portionwise potassium carbonate (168.7 g, 1.22 mol, 2.0 equiv). Allyl bromide (110.8 g, 0.92 mol, 1.5 equiv) was added to the reaction mixture and stirring continued at rt overnight. The reaction mixture was filtered, the filtrate poured into water (4 L), kept for 2 h and then extracted with ethyl acetate (3×1 L). The organic layer was washed with water, dried over Na2SO4 ... Solvent: CN(C)C=O (DMF). Isolated yield 83.1%. Run at time 8 hour. Reaction SMILES: [F:1][C:2]1[CH:10]=[CH:9][C:5]([C:6]([OH:8])=[O:7])=[CH:4][C:3]=1[N+:11]([O-:13])=[O:12].C(=O)([O-])[O-].[K+].[K+].[CH2:20](Br)[CH:21]=[CH2:22]>CN(C=O)C>[CH2:22]([O:7][C:6](=[O:8])[C:5]1[CH:9]=[CH:10][C:2]([F:1])=[C:3]([N+:11]([O-:13])=[O:12])[CH:4]=1)[CH:21]=[CH2:20] |f:1.2.3|. Yields the product C(C=C)OC(C1=CC(=C(C=C1)F)[N+](=O)[O-])=O (4-Fluoro-3-nitro-benzoic acid allyl ester). Reactants: FC1=C(C=C(C(=O)O)C=C1)[N+](=O)[O-] (4-fluoro-3-nitro-benzoic acid), C([O-])([O-])=O.[K+].[K+] (potassium carbonate), C(C=C)Br (Allyl bromide). Reactants: 8, ClC1=CC=C(CNC(=O)C2=CN(C3=C(C=C(C=C3C2=O)C#CCO)F)C)C=C1 (N-(4-chlorobenzyl)-8-fluoro-1,4-dihydro-6-(3-hydroxy-1-propynyl)-1-methyl-4-oxo-3-quinolinecarboxamide). Reagents/catalysts: [Pd] (Pd/C). Run in CO (MeOH), C(Cl)Cl (CH2Cl2). The product is ClC1=CC=C(CNC(=O)C2=CN(C3=C(C=C(C=C3C2=O)\C=C/CO)F)C)C=C1 (N-(4-Chlorobenzyl)-8-fluoro-6-[(Z)-3-hydroxy-1-propenyl)-1-methyl-4-oxo-1,4-dihydro-3-quinolinecarboxamide). As a reaction SMILES: [Cl:1][C:2]1[CH:28]=[CH:27][C:5]([CH2:6][NH:7][C:8]([C:10]2[C:19](=[O:20])[C:18]3[C:13](=[C:14]([F:25])[CH:15]=[C:16]([C:21]#[C:22][CH2:23][OH:24])[CH:17]=3)[N:12]([CH3:26])[CH:11]=2)=[O:9])=[CH:4][CH:3]=1>CO.C(Cl)Cl.[Pd]>[Cl:1][C:2]1[CH:3]=[CH:4][C:5]([CH2:6][NH:7][C:8]([C:10]2[C:19](=[O:20])[C:18]3[C:13](=[C:14]([F:25])[CH:15]=[C:16](/[CH:21]=[CH:22]\[CH2:23][OH:24])[CH:17]=3)[N:12]([CH3:26])[CH:11]=2)=[O:9])=[CH:27][CH:28]=1. Procedure details: A mixture of N-(4-chlorobenzyl)-8-fluoro-1,4-dihydro-6-(3-hydroxy-1-propynyl)-1-methyl-4-oxo-3-quinolinecarboxamide from Example No. 8 (0.200 g) and Pd/C (10%, 0.040 g) in MeOH (10 mL) and CH2Cl2 (10 mL) is placed on a Parr shaker under 50 psi of H2 for 6 h. The reaction mixture is filtered through Celite and concentrated in vacuo. Recrystallization from EtOAc gave the title compound as a solid.